From a dataset of the Open Reaction Database (ORD), a public repository of structured organic reaction records. describe an organic reaction: reactants, conditions, products, and yield Starting materials: [Na] (Sodium), Cl.COC([C@H](N)CO)=O (D-Serine methyl ester hydrochloride), C(#N)[BH3-].[Na+] (sodium cyanoborohydride), Cl.CO (methanol HCl), C1(=CC=CC=C1)CCCC=O (4-phenylbutanal). Run in C(C)(=O)O (acetic acid), CO (methanol), CO (methanol). The product is Cl.COC([C@@H](CO)NCCCCC1=CC=CC=C1)=O ((R)-3-hydroxy-2-(4-phenylbutylamino)propanoic acid methyl ester hydrochloride). RXN SMILES: [Na].[ClH:2].[CH3:3][O:4][C:5](=[O:10])[C@@H:6]([CH2:8][OH:9])[NH2:7].[C:11]1([CH2:17][CH2:18][CH2:19][CH:20]=O)[CH:16]=[CH:15][CH:14]=[CH:13][CH:12]=1.C([BH3-])#N.[Na+].Cl.CO>CO.C(O)(=O)C>[ClH:2].[CH3:3][O:4][C:5](=[O:10])[C@H:6]([NH:7][CH2:20][CH2:19][CH2:18][CH2:17][C:11]1[CH:16]=[CH:15][CH:14]=[CH:13][CH:12]=1)[CH2:8][OH:9] |f:1.2,4.5,6.7,10.11,^1:0|. Procedure: 2% Sodium in methanol (0.052 moles, 59.8 ml) is added to D-Serine methyl ester hydrochloride (0.052 moles, 8.16 g), dissolved in methanol (81.6 ml), to release the base. The formed sodium chloride is precipitated with ethyl ether (163 ml) and filtered off. The filtrate is evaporated to dryness under vacuum. The resulting residue is dissolved in methanol (150 ml), added with 4-phenylbutanal (0.051 moles, 10.69 g) and adjusted to pH 6 with acetic acid, added with sodium cyanoborohydride (0.055 mol... Reactants: CCN=C=NCCCN(C)C, ClCCl, Cl, CN1CCN(Cc2ccccc2)CC(N)C1, O=C(O)c1n[nH]c2ccccc12. Product: CN1CCN(Cc2ccccc2)CC(NC(=O)c2n[nH]c3ccccc23)C1. RXN SMILES: [CH2:30]([N:31]=[C:32]=[N:33][CH2:34][CH2:35][CH2:36][N:37]([CH3:38])[CH3:39])[CH3:40].[Cl:41][CH2:42][Cl:43].[ClH:29].[NH2:1][CH:2]1[CH2:3][N:4]([CH3:16])[CH2:5][CH2:6][N:7]([CH2:9][c:10]2[cH:11][cH:12][cH:13][cH:14][cH:15]2)[CH2:8]1.[nH:17]1[n:18][c:19]([C:26](=[O:27])[OH:28])[c:20]2[cH:21][cH:22][cH:23][cH:24][c:25]12>>[NH:1]([CH:2]1[CH2:3][N:4]([CH3:16])[CH2:5][CH2:6][N:7]([CH2:9][c:10]2[cH:11][cH:12][cH:13][cH:14][cH:15]2)[CH2:8]1)[C:26]([c:19]1[n:18][nH:17][c:25]2[c:20]1[cH:21][cH:22][cH:23][cH:24]2)=[O:27].